From a dataset of the Open Reaction Database (ORD), a public repository of structured organic reaction records. describe an organic reaction: reactants, conditions, products, and yield Product: ClC1=CC=C(N=N1)C1=CC=C(C=C1)O (4-(6-Chloro-pyridazin-3-yl)-phenol). Reported procedure: A solution of 3-chloro-6-(4-methoxy-phenyl)-pyridazine (Step 1, 2.5 g, 0.0113 mol) in 1 M BBr3/CH2Cl2 (34 mL) was stirred at RT for 16 h. The solution was concentrated in vacuo and the residue was re-dissolved in 100 mL of EtOAc. The organic phase was washed with 40 mL of water followed by 40 mL of brine, dried over Na2SO4 and concentrated in vacuo. The solid was washed with 50% EtOAc/hexane mixture to give the title compound as a yellow solid MS (ESI pos. ion) m/z: 207.2(M+H). Calc'd Exact Mass... Starting materials: ClC=1N=NC(=CC1)C1=CC=C(C=C1)OC (3-Chloro-6-(4-methoxy-phenyl)-pyridazine). Run in B(Br)(Br)Br.C(Cl)Cl (BBr3 CH2Cl2). Reaction SMILES: [Cl:1][C:2]1[N:3]=[N:4][C:5]([C:8]2[CH:13]=[CH:12][C:11]([O:14]C)=[CH:10][CH:9]=2)=[CH:6][CH:7]=1>B(Br)(Br)Br.C(Cl)Cl>[Cl:1][C:2]1[N:3]=[N:4][C:5]([C:8]2[CH:13]=[CH:12][C:11]([OH:14])=[CH:10][CH:9]=2)=[CH:6][CH:7]=1 |f:1.2|. Reactants: ClCCl, CC(COC(F)F)Oc1cc(Oc2cnc(C(=O)N3CCC3)cn2)cc(C(=O)Nc2ccn(C(=O)OC(C)(C)C)n2)c1, O=C(O)C(F)(F)F. Product: CC(COC(F)F)Oc1cc(Oc2cnc(C(=O)N3CCC3)cn2)cc(C(=O)Nc2cc[nH]n2)c1. RXN SMILES: [Cl:50][CH2:51][Cl:52].[N:8]1([C:12](=[O:13])[c:14]2[n:15][cH:16][c:17]([O:20][c:21]3[cH:22][c:23]([C:35](=[O:36])[NH:37][c:38]4[n:39][n:40]([C:43]([O:44][C:45]([CH3:46])([CH3:47])[CH3:48])=[O:49])[cH:41][cH:42]4)[cH:24][c:25]([O:27][CH:28]([CH2:29][O:30][CH:31]([F:32])[F:33])[CH3:34])[cH:26]3)[n:18][cH:19]2)[CH2:9][CH2:10][CH2:11]1.[OH:1][C:2]([C:3]([F:4])([F:5])[F:6])=[O:7]>>[N:8]1([C:12](=[O:13])[c:14]2[n:15][cH:16][c:17]([O:20][c:21]3[cH:22][c:23]([C:35](=[O:36])[NH:37][c:38]4[n:39][nH:40][cH:41][cH:42]4)[cH:24][c:25]([O:27][CH:28]([CH2:29][O:30][CH:31]([F:32])[F:33])[CH3:34])[cH:26]3)[n:18][cH:19]2)[CH2:9][CH2:10][CH2:11]1.